The task is: describe an organic reaction: reactants, conditions, products, and yield. This data is from the Open Reaction Database (ORD), a public repository of structured organic reaction records. Reactants: NC=1C=C(C(=O)NC2=CC=CC=C2)C=CC1OC (3-amino-4-methoxy-N-phenyl-benzamide), CN1C=NC(=C1)S(=O)(=O)Cl (1-methylimidazole-4-sulfonyl chloride). Solvent: N1=CC=CC=C1 (Pyridine). Reaction conditions: time 4 day. The product is CN1C=NC(=C1)S(=O)(=O)NC=1C=C(C(=O)NC2=CC=CC=C2)C=CC1OC (3-(1-Methyl-1H-imidazole-4-sulfonylamino)-4-methoxy-N-phenyl-benzamide). The yield is 79.4%. RXN SMILES: [NH2:1][C:2]1[CH:3]=[C:4]([CH:14]=[CH:15][C:16]=1[O:17][CH3:18])[C:5]([NH:7][C:8]1[CH:13]=[CH:12][CH:11]=[CH:10][CH:9]=1)=[O:6].[CH3:19][N:20]1[CH:24]=[C:23]([S:25](Cl)(=[O:27])=[O:26])[N:22]=[CH:21]1>N1C=CC=CC=1>[CH3:19][N:20]1[CH:24]=[C:23]([S:25]([NH:1][C:2]2[CH:3]=[C:4]([CH:14]=[CH:15][C:16]=2[O:17][CH3:18])[C:5]([NH:7][C:8]2[CH:13]=[CH:12][CH:11]=[CH:10][CH:9]=2)=[O:6])(=[O:27])=[O:26])[N:22]=[CH:21]1. Procedure details: Pyridine (25 mL) was added to a mixture of 3-amino-4-methoxy-N-phenyl-benzamide (2.43 g, 10 mmol) and 1-methylimidazole-4-sulfonyl chloride (1.82 g, 10 mmol) and the mixture agitated then allowed to stand at room temperature. After 4 days, the mixture was partitioned between ethyl acetate (400 mL) and water (400 mL). The insoluble material was collected by filtration, washed with water, and air dried. The organic extract was washed with water (2×400 mL), 1N HCl (100 mL), and brine (100 mL), then... Reactants: CC1=C(C(=CC(=C1)C)[N+](=O)[O-])NCC(=O)N(C)C (N2-(2,4-Dimethyl-6-nitrophenyl)-N1,N1-dimethyl glycinamide). Reagents/catalysts: [Pd] (Pd/C). The solvent is CCO (EtOH). Reaction conditions: time 72 hour. Product: NC1=C(C(=CC(=C1)C)C)NCC(=O)N(C)C (N2-(2-Amino-4,6-dimethylphenyl)-N1,N1-dimethylglycinamide). As a reaction SMILES: [CH3:1][C:2]1[CH:7]=[C:6]([CH3:8])[CH:5]=[C:4]([N+:9]([O-])=O)[C:3]=1[NH:12][CH2:13][C:14]([N:16]([CH3:18])[CH3:17])=[O:15]>CCO.[Pd]>[NH2:9][C:4]1[CH:5]=[C:6]([CH3:8])[CH:7]=[C:2]([CH3:1])[C:3]=1[NH:12][CH2:13][C:14]([N:16]([CH3:18])[CH3:17])=[O:15]. Procedure details: To a solution of N2-(2,4-dimethyl-6-nitrophenyl)-N1,N1-dimethylglycinamide from Step A (2.54 g, 10.1 mmol) in EtOH (50 mL) was added 10% Pd/C (500 mg). The reaction mixture was stirred under a hydrogen atmosphere (ca. 1 atm) for 72 h, then filtered through a Celite pad, washing with EtOH, and the filtrate was concentrated under reduced pressure. The crude product was purified by silica gel chromatography, eluting with a gradient of hexane:EtOAc—100:0 to 0:100, to give the title compound. MS: m/z... The product is CC(=O)Oc1ccc(N2CCCCC2)cc1C(=O)Nc1cc(-c2cccn2C(=O)OC(C)(C)C)ccc1C(=O)OC(C)(C)C. As a reaction SMILES: [C:1]([CH3:2])([CH3:3])([CH3:4])[O:5][C:6](=[O:7])[n:8]1[c:9]([B:13]([OH:14])[OH:15])[cH:10][cH:11][cH:12]1.[C:22]([CH3:23])(=[O:24])[O:25][c:26]1[c:27]([C:28](=[O:29])[NH:30][c:31]2[c:32]([C:33](=[O:34])[O:35][C:36]([CH3:37])([CH3:38])[CH3:39])[cH:40][cH:41][c:42]([Br:44])[cH:43]2)[cH:45][c:46]([N:49]2[CH2:50][CH2:51][CH2:52][CH2:53][CH2:54]2)[cH:47][cH:48]1.[CH3:109][CH2:110][O:111][C:112](=[O:113])[CH3:114].[CH3:115][O:116][CH2:117][CH2:118][O:119][CH3:120].[Na+:16].[Na+:17].[O-:18][C:19](=[O:20])[O-:21].[OH2:121].[OH:55][C:56]([CH2:57][C:58]([C:59](=[O:60])[OH:61])([CH2:62][C:63](=[O:64])[OH:65])[OH:66])=[O:67].[Pd:68]([Cl:69])[Cl:70].[c:71]1([P:72]([c:73]2[cH:74][cH:75][cH:76][cH:77][cH:78]2)[c:79]2[cH:80][cH:81][cH:82][cH:83][cH:84]2)[cH:85][cH:86][cH:87][cH:88][cH:89]1.[c:90]1([P:91]([c:92]2[cH:93][cH:94][cH:95][cH:96][cH:97]2)[c:98]2[cH:99][cH:100][cH:101][cH:102][cH:103]2)[cH:104][cH:105][cH:106][cH:107][cH:108]1>>[C:1]([CH3:2])([CH3:3])([CH3:4])[O:5][C:6](=[O:7])[n:8]1[c:9](-[c:42]2[cH:41][cH:40][c:32]([C:33](=[O:34])[O:35][C:36]([CH3:37])([CH3:38])[CH3:39])[c:31]([NH:30][C:28]([c:27]3[c:26]([O:25][C:22]([CH3:23])=[O:24])[cH:48][cH:47][c:46]([N:49]4[CH2:50][CH2:51][CH2:52][CH2:53][CH2:54]4)[cH:45]3)=[O:29])[cH:43]2)[cH:10][cH:11][cH:12]1. Reactants: CC(C)(C)OC(=O)n1cccc1B(O)O, CC(=O)Oc1ccc(N2CCCCC2)cc1C(=O)Nc1cc(Br)ccc1C(=O)OC(C)(C)C, CCOC(C)=O, COCCOC, [Na+], [Na+], O=C([O-])[O-], O, O=C(O)CC(O)(CC(=O)O)C(=O)O, Cl[Pd]Cl, c1ccc(P(c2ccccc2)c2ccccc2)cc1, c1ccc(P(c2ccccc2)c2ccccc2)cc1. Reactants: COC1=C(C=C(C=C1)CCCCO)C (4-(4-methoxy-3-methylphenyl)butan-1-ol), CC(=O)C.OS(=O)(=O)O.O=[Cr](=O)=O (Jones Reagent). The solvent is CC(=O)C (acetone), C(C)(C)O (isopropanol). Run at temperature 0 celsius, time 2 hour. Product: COC1=C(C=C(C=C1)CCCC(=O)O)C (4-(4-Methoxy-3-methylphenyl)butanoic acid). Reaction SMILES: [CH3:1][O:2][C:3]1[CH:8]=[CH:7][C:6]([CH2:9][CH2:10][CH2:11][CH2:12][OH:13])=[CH:5][C:4]=1[CH3:14].CC(C)=[O:17].OS(O)(=O)=O.O=[Cr](=O)=O>CC(C)=O.C(O)(C)C>[CH3:1][O:2][C:3]1[CH:8]=[CH:7][C:6]([CH2:9][CH2:10][CH2:11][C:12]([OH:17])=[O:13])=[CH:5][C:4]=1[CH3:14] |f:1.2.3|. Reported procedure: A stirred solution of 1.7 grams (0.009 mole) of 4-(4-methoxy-3-methylphenyl)butan-1-ol in 50 mL of acetone was cooled to 0° C.-4° C., and about 15 to 20 mL (excess) of Jones Reagent was added dropwise. Upon completion of addition, the reaction mixture was stirred at 0° C. for two hours, then it was allowed to warm to ambient temperature, where it stirred for an additional three hours. After this time, the reaction mixture was diluted with isopropanol and filtered. The filter cake was washed with... Starting materials: Cc1ccc2c(c1)C(C)(C)CC(c1cccc(N)c1)N2, ClCCl, O=S(=O)(Cl)c1ccc(F)cc1, c1ccncc1. Yields the product Cc1ccc2c(c1)C(C)(C)CC(c1cccc(NS(=O)(=O)c3ccc(F)cc3)c1)N2. As a reaction SMILES: [CH3:1][C:2]1([CH3:20])[CH2:3][CH:4]([c:13]2[cH:14][c:15]([NH2:19])[cH:16][cH:17][cH:18]2)[NH:5][c:6]2[cH:7][cH:8][c:9]([CH3:12])[cH:10][c:11]21.[Cl:38][CH2:39][Cl:40].[F:27][c:28]1[cH:29][cH:30][c:31]([S:34](=[O:35])(=[O:36])[Cl:37])[cH:32][cH:33]1.[cH:21]1[cH:22][cH:23][n:24][cH:25][cH:26]1>>[CH3:1][C:2]1([CH3:20])[CH2:3][CH:4]([c:13]2[cH:14][c:15]([NH:19][S:34]([c:31]3[cH:30][cH:29][c:28]([F:27])[cH:33][cH:32]3)(=[O:35])=[O:36])[cH:16][cH:17][cH:18]2)[NH:5][c:6]2[cH:7][cH:8][c:9]([CH3:12])[cH:10][c:11]21. The reactants are Brc1cccnc1, O=C([O-])O, CC(C)(C)[O-], Cc1ccccc1, [K+], Nc1cccc(Oc2ccc3nc(NC(=O)C4CC4)cn3c2)c1, [Na+]. The product is O=C(Nc1cn2cc(Oc3cccc(Nc4cccnc4)c3)ccc2n1)C1CC1. As a reaction SMILES: [Br:24][c:25]1[cH:26][n:27][cH:28][cH:29][cH:30]1.[C:44](=[O:45])([O-:46])[OH:47].[CH3:31][C:32]([CH3:33])([O-:34])[CH3:35].[CH3:37][c:38]1[cH:39][cH:40][cH:41][cH:42][cH:43]1.[K+:36].[NH2:1][c:2]1[cH:3][c:4]([O:5][c:6]2[cH:7][cH:8][c:9]3[n:10]([cH:11]2)[cH:12][c:13]([NH:15][C:16](=[O:17])[CH:18]2[CH2:19][CH2:20]2)[n:14]3)[cH:21][cH:22][cH:23]1.[Na+:48]>>[NH:1]([c:2]1[cH:3][c:4]([O:5][c:6]2[cH:7][cH:8][c:9]3[n:10]([cH:11]2)[cH:12][c:13]([NH:15][C:16](=[O:17])[CH:18]2[CH2:19][CH2:20]2)[n:14]3)[cH:21][cH:22][cH:23]1)[c:25]1[cH:26][n:27][cH:28][cH:29][cH:30]1.